From a dataset of the Open Reaction Database (ORD), a public repository of structured organic reaction records. describe an organic reaction: reactants, conditions, products, and yield Starting materials: [Br-], Cc1cc(C(=O)c2ccccc2)ccc1Br, C1CCOC1, C[Mg+]. Yields the product Cc1cc(C(C)(O)c2ccccc2)ccc1Br. As a reaction SMILES: [Br-:17].[Br:1][c:2]1[c:3]([CH3:16])[cH:4][c:5]([C:8](=[O:9])[c:10]2[cH:11][cH:12][cH:13][cH:14][cH:15]2)[cH:6][cH:7]1.[CH2:20]1[O:21][CH2:22][CH2:23][CH2:24]1.[CH3:18][Mg+:19]>>[Br:1][c:2]1[c:3]([CH3:16])[cH:4][c:5]([C:8]([OH:9])([c:10]2[cH:11][cH:12][cH:13][cH:14][cH:15]2)[CH3:18])[cH:6][cH:7]1. Reactants: hydrochloride salt, N([C@@H](CC(N)=O)C(=O)N[C@@H](C)C(=O)OCC1=CC=CC=C1)C(=O)OC(C)(C)C (Boc-Asn-Ala-OBzl), Cl.C1CCOC1 (HCl THF), CN1CCOCC1 (NMM), N([C@@H](CCCCNC(=O)OCC1=CC=CC=C1)C(=O)OC1=C(F)C(F)=C(F)C(F)=C1F)C(=O)OC(C)(C)C (Boc-Lys(Z)-OPfp). The solvent is CN(C)C=O (DMF). Reaction conditions: temperature 0 celsius. The product is N([C@@H](CCCCN)C(=O)N[C@@H](CC(N)=O)C(=O)N[C@@H](C)C(=O)OCC1=CC=CC=C1)C(=O)OC(C)(C)C (Boc-Lys-Asn-Ala-OBzl). Reaction SMILES: [NH:1]([C:22]([O:24]C(C)(C)C)=O)[C@H:2]([C:7]([NH:9][C@H:10]([C:12]([O:14][CH2:15][C:16]1[CH:21]=[CH:20][CH:19]=[CH:18][CH:17]=1)=[O:13])[CH3:11])=[O:8])[CH2:3][C:4](=[O:6])[NH2:5].Cl.C1COCC1.CN1CCOCC1.[NH:42]([C:73]([O:75][C:76]([CH3:79])([CH3:78])[CH3:77])=[O:74])[C@H:43](C(OC1C(F)=C(F)C(F)=C(F)C=1F)=O)[CH2:44][CH2:45][CH2:46][CH2:47][NH:48]C(OCC1C=CC=CC=1)=O>CN(C=O)C>[NH:42]([C:73]([O:75][C:76]([CH3:79])([CH3:78])[CH3:77])=[O:74])[C@H:43]([C:22]([NH:1][C@H:2]([C:7]([NH:9][C@H:10]([C:12]([O:14][CH2:15][C:16]1[CH:17]=[CH:18][CH:19]=[CH:20][CH:21]=1)=[O:13])[CH3:11])=[O:8])[CH2:3][C:4](=[O:6])[NH2:5])=[O:24])[CH2:44][CH2:45][CH2:46][CH2:47][NH2:48] |f:1.2|. Procedure: Boc-Asn-Ala-OBzl (XXIII) (27.54 g, 70 mmol) was treated with 4 N HCl/THF (875 ml) for 30 minutes at room temperature. Evaporation and treatment with dry ether provided 23.08 g (100%). The hydrochloride salt was dissolved in DMF (250 ml), cooled to 0° C and NMM (4.9 ml, 70 mmol) was added under stirring followed by Boc-Lys(Z)-OPfp (39.5 g, 72.3 mmol). The mixture was stirred for 1 hr at 0° C and 3 hr at room temperature. After evaporation of the solvent to a smaller volume, 0.5 N HCl was added an... Starting materials: OC1=CC(=C(OCC(=O)O)C=C1)NC(C1=CC=C(C=C1)OCCCCC1=CC=CC=C1)=O (4-hydroxy-2-[p-(4-phenylbutoxy)benzamido]phenoxyacetic acid), C([O-])([O-])=O.[K+].[K+] (potassium carbonate), BrCC(=O)OCC (ethyl bromoacetate), CC(CC)=O (2-butanone), C(C)(=O)OCC (ethyl acetate). The reagents and catalysts are [Br-].C(CCC)[N+](CCCC)(CCCC)CCCC (tetra-n-butylammonium bromide). Reaction conditions: temperature 60 celsius, time 4 hour. Yields the product C(C)OC(=O)COC1=CC(=C(OCC(=O)OCC(=O)OCC)C=C1)NC(C1=CC=C(C=C1)OCCCCC1=CC=CC=C1)=O (ethyl [[4-ethoxycarbonylmethoxy-2-[p-(4-phenylbutoxy)benzamido] phenoxy]acetoxy]acetate). RXN SMILES: [OH:1][C:2]1[CH:12]=[CH:11][C:5]([O:6][CH2:7][C:8]([OH:10])=[O:9])=[C:4]([NH:13][C:14](=[O:32])[C:15]2[CH:20]=[CH:19][C:18]([O:21][CH2:22][CH2:23][CH2:24][CH2:25][C:26]3[CH:31]=[CH:30][CH:29]=[CH:28][CH:27]=3)=[CH:17][CH:16]=2)[CH:3]=1.C(=O)([O-])[O-].[K+].[K+].Br[CH2:40][C:41]([O:43][CH2:44][CH3:45])=[O:42].CC(=O)CC.[C:51]([O:54][CH2:55][CH3:56])(=[O:53])[CH3:52]>[Br-].C([N+](CCCC)(CCCC)CCCC)CCC>[CH2:44]([O:43][C:41]([CH2:40][O:1][C:2]1[CH:12]=[CH:11][C:5]([O:6][CH2:7][C:8]([O:10][CH2:52][C:51]([O:54][CH2:55][CH3:56])=[O:53])=[O:9])=[C:4]([NH:13][C:14](=[O:32])[C:15]2[CH:20]=[CH:19][C:18]([O:21][CH2:22][CH2:23][CH2:24][CH2:25][C:26]3[CH:27]=[CH:28][CH:29]=[CH:30][CH:31]=3)=[CH:17][CH:16]=2)[CH:3]=1)=[O:42])[CH3:45] |f:1.2.3,7.8|. Procedure details: A catalytic amount of tetra-n-butylammonium bromide was added to a mixture of 0.64 g of 4-hydroxy-2-[p-(4-phenylbutoxy)benzamido]phenoxyacetic acid obtained in Example 78, 0.50 g of anhydrous potassium carbonate, 0.60 g of ethyl bromoacetate and 8 ml of 2-butanone followed by stirring at 60° C. for 4 hours. The reaction mixture was diluted with ethyl acetate and insoluble materials were filtered off. After the filtrate was washed with water and dried over anhydrous magnesium sulfate, the solvent... Starting materials: CS(=O)(=O)OCCC(NC(=O)C1SCCN1S(=O)(=O)c1ccc(-c2ccccc2)cc1)c1ccccc1, CNC. Yields the product CN(C)CCC(NC(=O)C1SCCN1S(=O)(=O)c1ccc(-c2ccccc2)cc1)c1ccccc1. As a reaction SMILES: [CH3:1][S:2]([O:3][CH2:6][CH2:7][CH:8]([c:9]1[cH:10][cH:11][cH:12][cH:13][cH:14]1)[NH:15][C:16](=[O:17])[CH:18]1[S:19][CH2:20][CH2:21][N:22]1[S:23](=[O:24])(=[O:25])[c:26]1[cH:27][cH:28][c:29](-[c:32]2[cH:33][cH:34][cH:35][cH:36][cH:37]2)[cH:30][cH:31]1)(=[O:4])=[O:5].[CH3:38][NH:39][CH3:40]>>[CH2:6]([CH2:7][CH:8]([c:9]1[cH:10][cH:11][cH:12][cH:13][cH:14]1)[NH:15][C:16](=[O:17])[CH:18]1[S:19][CH2:20][CH2:21][N:22]1[S:23](=[O:24])(=[O:25])[c:26]1[cH:27][cH:28][c:29](-[c:32]2[cH:33][cH:34][cH:35][cH:36][cH:37]2)[cH:30][cH:31]1)[N:39]([CH3:38])[CH3:40]. The reactants are C=1C=CC(=CC1)P(C=2C=CC=CC2)C3=CC=C4C=CC=CC4=C3C5=C6C=CC=CC6=CC=C5P(C=7C=CC=CC7)C=8C=CC=CC8 (BINAP), C(C)(C)(C)OC(=O)N1CCC2(CC1)CCNCC2 (3,9-diazaspiro[5.5]undecane-3-carboxylic acid tert-butyl ester), Cl.BrC=1C=NC=CC1 (3-bromopyridine HCl), sodium tert-butylate. Reagents/catalysts: CC(=O)[O-].CC(=O)[O-].[Pd+2] (Pd(OAc)2). Run in C1(=CC=CC=C1)C (toluene). Run at time 15 minute. Yields the product C(C)(C)(C)OC(=O)N1CCC2(CC1)CCN(CC2)C=2C=NC=CC2 (9-Pyridin-3-yl-3,9-diazaspiro[5.5]undecane-3-carboxylic acid tert-butyl ester). The yield is 31.0%. As a reaction SMILES: C1C=CC(P(C2C(C3C(P(C4C=CC=CC=4)C4C=CC=CC=4)=CC=C4C=3C=CC=C4)=C3C(C=CC=C3)=CC=2)C2C=CC=CC=2)=CC=1.[C:47]([O:51][C:52]([N:54]1[CH2:59][CH2:58][C:57]2([CH2:64][CH2:63][NH:62][CH2:61][CH2:60]2)[CH2:56][CH2:55]1)=[O:53])([CH3:50])([CH3:49])[CH3:48].Cl.Br[C:67]1[CH:68]=[N:69][CH:70]=[CH:71][CH:72]=1>C1(C)C=CC=CC=1.CC([O-])=O.CC([O-])=O.[Pd+2]>[C:47]([O:51][C:52]([N:54]1[CH2:59][CH2:58][C:57]2([CH2:64][CH2:63][N:62]([C:67]3[CH:68]=[N:69][CH:70]=[CH:71][CH:72]=3)[CH2:61][CH2:60]2)[CH2:56][CH2:55]1)=[O:53])([CH3:50])([CH3:48])[CH3:49] |f:2.3,5.6.7|. Procedure: BINAP (147 mg, 0.23 mmol) and Pd(OAc)2 (159 mg, 0.74 mmol) was added to a mixture of 3,9-diazaspiro[5.5]undecane-3-carboxylic acid tert-butyl ester (3 g, 11.81 mmol), 3-bromopyridine HCl (2.29 g, 11.81 mmol) and sodium tert-butylate (3.4 g, 35.45 mmol) in toluene and the reaction mixture was degassed under argon for 20 minutes and heated under reflux for 4 h. After cooling to room temperature, the mixture was diluted with ethyl acetate, stirred for 15 minutes and filtered over Celite. The reacti... Reactants: Brc1nccc2ccccc12, CCOC(C)=O, [K+], O=[N+]([O-])[O-], [Na+], O=C([O-])O, O, O=S(=O)(O)O. The product is O=[N+]([O-])c1cccc2c(Br)nccc12. RXN SMILES: [Br:1][c:2]1[n:3][cH:4][cH:5][c:6]2[cH:7][cH:8][cH:9][cH:10][c:11]12.[CH3:28][CH2:29][O:30][C:31]([CH3:32])=[O:33].[K+:16].[N+:12](=[O:13])([O-:14])[O-:15].[Na+:22].[O-:18][C:19]([OH:20])=[O:21].[OH2:17].[S:23](=[O:24])(=[O:25])([OH:26])[OH:27]>>[Br:1][c:2]1[n:3][cH:4][cH:5][c:6]2[c:7]([N+:12](=[O:13])[O-:14])[cH:8][cH:9][cH:10][c:11]12. Starting materials: C1(=CC=CC=C1)C1=NC(=NC(=C1)C1=CC=CC=C1)C1=CC=C(COS(=O)(=O)C)C=C1 (Methanesulfonic acid 4-(4,6-diphenylpyrimidin-2-yl)-benzyl ester), COC([C@@H](NC(=O)OC(C)(C)C)CS)=O (N-(tert-Butoxycarbonyl)-L-cysteine methyl ester), C([O-])([O-])=O.[Cs+].[Cs+] (cesium carbonate), CN(C=O)C (N,N-dimethylformamide). Solvent: O (water). Reaction conditions: time 4 hour. Yields the product COC(C(CSCC1=CC=C(C=C1)C1=NC(=CC(=N1)C1=CC=CC=C1)C1=CC=CC=C1)NC(=O)OC(C)(C)C)=O (2-tert-Butoxy carbonylamino-3-[4-(4,6-diphenylpyrimidin-2-yl)-benzylsulfanyl]propionic acid methyl ester). As a reaction SMILES: [C:1]1([C:7]2[CH:12]=[C:11]([C:13]3[CH:18]=[CH:17][CH:16]=[CH:15][CH:14]=3)[N:10]=[C:9]([C:19]3[CH:30]=[CH:29][C:22]([CH2:23]OS(C)(=O)=O)=[CH:21][CH:20]=3)[N:8]=2)[CH:6]=[CH:5][CH:4]=[CH:3][CH:2]=1.[CH3:31][O:32][C:33](=[O:45])[C@H:34]([CH2:43][SH:44])[NH:35][C:36]([O:38][C:39]([CH3:42])([CH3:41])[CH3:40])=[O:37].C(=O)([O-])[O-].[Cs+].[Cs+].CN(C)C=O>O>[CH3:31][O:32][C:33](=[O:45])[CH:34]([NH:35][C:36]([O:38][C:39]([CH3:42])([CH3:40])[CH3:41])=[O:37])[CH2:43][S:44][CH2:23][C:22]1[CH:21]=[CH:20][C:19]([C:9]2[N:8]=[C:7]([C:1]3[CH:6]=[CH:5][CH:4]=[CH:3][CH:2]=3)[CH:12]=[C:11]([C:13]3[CH:18]=[CH:17][CH:16]=[CH:15][CH:14]=3)[N:10]=2)=[CH:30][CH:29]=1 |f:2.3.4|. Reported procedure: A mixture of Methanesulfonic acid 4-(4,6-diphenylpyrimidin-2-yl)-benzyl ester, 0.15 g (0.36 mmol), N-(tert-Butoxycarbonyl)-L-cysteine methyl ester, 0.08 mL (0.36 mmol), cesium carbonate, 235 mg (0.72 mmol), and 10 mL of N,N-dimethylformamide was stirred at room temperature for 4 h. The mixture was diluted with 10 mL of water and extracted with 2×50 mL of ethyl acetate. The organic layer was washed with 2×50 mL portions of aq. LiCl, sat. aq. NaHCO3, sat. aq. NaCl, and dried (MgSO4). After the sol...